From a dataset of the Open Reaction Database (ORD), a public repository of structured organic reaction records. describe an organic reaction: reactants, conditions, products, and yield Reactants: mixture, C(C)(=O)NC1=CC=C(C=C1)C(C=C1CCN(CC1)CC1=CC=CC=C1)=O (N-acetyl-4[(1-benzyl-4-piperidinyliden)acetyl]aniline), C(C)(=O)NC1=CC=C(C=C1)C(CC1=CCN(CC1)CC1=CC=CC=C1)=O (N-acetyl-4[(1-benzyl-1,2,5,6-tetrahydropyridin-4-yl)acetyl]aniline). The reagents and catalysts are [Pt]=O (platinum oxide). Solvent: C(C)O (ethanol), C1(=CC=CC=C1)C (toluene). Run at time 5.5 hour. The product is C(C)(=O)NC1=CC=C(C=C1)C(CC1CCN(CC1)CC1=CC=CC=C1)=O (N-acetyl-4-[(1-benzylpiperidin-4-yl)acetyl]aniline). Reaction SMILES: [C:1]([NH:4][C:5]1[CH:10]=[CH:9][C:8]([C:11](=[O:26])[CH:12]=[C:13]2[CH2:18][CH2:17][N:16]([CH2:19][C:20]3[CH:25]=[CH:24][CH:23]=[CH:22][CH:21]=3)[CH2:15][CH2:14]2)=[CH:7][CH:6]=1)(=[O:3])[CH3:2].C(NC1C=CC(C(=O)CC2CCN(CC3C=CC=CC=3)CC=2)=CC=1)(=O)C>C(O)C.C1(C)C=CC=CC=1.[Pt]=O>[C:1]([NH:4][C:5]1[CH:10]=[CH:9][C:8]([C:11](=[O:26])[CH2:12][CH:13]2[CH2:14][CH2:15][N:16]([CH2:19][C:20]3[CH:25]=[CH:24][CH:23]=[CH:22][CH:21]=3)[CH2:17][CH2:18]2)=[CH:7][CH:6]=1)(=[O:3])[CH3:2]. Procedure details: In a mixed solution of 80 ml of ethanol and 30 ml of toluene was dissolved 7.10 g of the mixture of N-acetyl-4[(1-benzyl-4-piperidinyliden)acetyl]aniline and N-acetyl-4[(1-benzyl-1,2,5,6-tetrahydropyridin-4-yl)acetyl]aniline obtained in Reference example 14, and then 0.10 g of platinum oxide was added thereto. The mixture was stirred under a hydrogen stream for 5.5 hours. After the reaction, the catalyst was removed by filtration and condensed under reduced pressure. The residue obtained was app... Starting materials: CC(=O)OC(C)=O, Oc1ccc(Cl)c(Cl)c1, Cl, c1ccncc1. Yields the product CC(=O)Oc1ccc(Cl)c(Cl)c1. RXN SMILES: [CH3:10][C:11](=[O:12])[O:13][C:14](=[O:15])[CH3:16].[Cl:1][c:2]1[cH:3][c:4]([OH:9])[cH:5][cH:6][c:7]1[Cl:8].[ClH:23].[cH:17]1[cH:18][cH:19][n:20][cH:21][cH:22]1>>[Cl:1][c:2]1[cH:3][c:4]([O:9][C:11]([CH3:10])=[O:12])[cH:5][cH:6][c:7]1[Cl:8]. Starting materials: ClCCCCN1C=NC2=C1C=CC=C2 (1-(4-chlorobutyl)-1H-benzimidazole), O1C(=CC=C1)N1CCNCC1 (4-(2-furyl) piperazine), C(C)(C)N(CC)C(C)C (diisopropylethylamine), [I-].[K+] (potassium iodide). The solvent is C(C)#N (acetonitrile). Conditions: time 10 minute. Yields the product O1C(=CC=C1)N1CCN(CC1)CCCCN1C=NC2=C1C=CC=C2 (1-(4-(4-(2-furyl)piperazine-1-yl)butyl)-1H-benzimidazole). Isolated yield 61.6%. RXN SMILES: Cl[CH2:2][CH2:3][CH2:4][CH2:5][N:6]1[C:10]2[CH:11]=[CH:12][CH:13]=[CH:14][C:9]=2[N:8]=[CH:7]1.[O:15]1[CH:19]=[CH:18][CH:17]=[C:16]1[N:20]1[CH2:25][CH2:24][NH:23][CH2:22][CH2:21]1.C(N(C(C)C)CC)(C)C.[I-].[K+]>C(#N)C>[O:15]1[CH:19]=[CH:18][CH:17]=[C:16]1[N:20]1[CH2:21][CH2:22][N:23]([CH2:2][CH2:3][CH2:4][CH2:5][N:6]2[C:10]3[CH:11]=[CH:12][CH:13]=[CH:14][C:9]=3[N:8]=[CH:7]2)[CH2:24][CH2:25]1 |f:3.4|. Procedure details: 1-(4-chlorobutyl)-1H-benzimidazole (7.51 g, 0.036 mol) was dissolved into 100 ml of acetonitrile, 4-(2-furyl) piperazine (4.6 g, 0.03 mol), diisopropylethylamine (15.5 g, 0.12 mol) and potassium iodide (5.0 g, 0.03 mol) were respectively added. The mixture was stirred for 10 min at ambient temperature, and then heated and refluxed to react for 20 hours. The mixture was cooled down to ambient temperature and filtered. The filtrate was concentrated to produce oily products, and treated by chromato... Starting materials: ice water, Cl (hydrochloric acid), C(CC(C)C)(=O)C=1C(=C(C2=C(CC(O2)C(=O)O)C1)C)C (2,3-dihydro-5-isovaleryl-6,7-dimethylbenzofuran-2-carboxylic acid), C=O (paraformaldehyde), Cl.CNC (dimethylamine hydrochloride). Solvent: CN(C=O)C (dimethylformamide), C(C)(=O)O (acetic acid). The product is C=C(C(=O)C=1C(=C(C2=C(CC(O2)C(=O)O)C1)C)C)C(C)C (2,3-dihydro-5-(2-methyleneisovaleryl)-6,7-dimethylbenzofuran-2-carboxylic acid). RXN SMILES: [C:1]([C:7]1[C:8]([CH3:20])=[C:9]([CH3:19])[C:10]2[O:14][CH:13]([C:15]([OH:17])=[O:16])[CH2:12][C:11]=2[CH:18]=1)(=[O:6])[CH2:2][CH:3]([CH3:5])[CH3:4].C=O.Cl.[CH3:24]NC.Cl>CN(C)C=O.C(O)(=O)C>[CH2:24]=[C:2]([CH:3]([CH3:5])[CH3:4])[C:1]([C:7]1[C:8]([CH3:20])=[C:9]([CH3:19])[C:10]2[O:14][CH:13]([C:15]([OH:17])=[O:16])[CH2:12][C:11]=2[CH:18]=1)=[O:6] |f:2.3|. Procedure: A mixture 2,3-dihydro-5-isovaleryl-6,7-dimethylbenzofuran-2-carboxylic acid (8.5 g.), paraformaldehyde (2.0 g.), dimethylamine hydrochloride (3.3 g.) and acetic acid (1 ml.) is heated at 95° for 2.5 hours, treated with dimethylformamide (75 ml.), heated an additional 3.5 hours then poured into ice water (300 ml.) containing hydrochloric acid (5 ml.). The product is extracted into ether, washed with water, dried over magnesium sulfate and the solvent evaporated at reduced pressure to afford 2,3-d... Conditions: time 1 hour. The product is C(CC)OC1=CC=C(C=O)C=C1 (4-Propoxybenzaldehyde). The solvent is CN(C)C=O (DMF), CCOC(=O)C (EtOAc). Procedure details: A mixture of 4-hydroxybenzaldehyde (0.5 g, 4.1 mmol), 1-bromopropane (0.3 ml) and K2CO3 (0.69 g, 5 mmol) in anhydrous DMF (5 ml) was stirred for 1 h at reflux. This was diluted to 100 ml with EtOAc and washed with H2O. The organic layer was separated, dried over MgSO4 and filtered. The filtrate was evaporated to dryness to give the title compound (0.55 g, 82.3%), as yellow oil 1H-NMR (CDCl3) 1.0 (tr, 3H, J=7.41 Hz); 1.7-2.0 (m, 2H); 3.95 (tr, 2H, J=6.57 Hz); 6.95 (d, 2H, J=8.73 Hz); 8.00 (d, 2H,... Isolated yield 82.3%. Reactants: OC1=CC=C(C=O)C=C1 (4-hydroxybenzaldehyde), BrCCC (1-bromopropane), C(=O)([O-])[O-].[K+].[K+] (K2CO3). Reaction SMILES: [OH:1][C:2]1[CH:9]=[CH:8][C:5]([CH:6]=[O:7])=[CH:4][CH:3]=1.Br[CH2:11][CH2:12][CH3:13].C([O-])([O-])=O.[K+].[K+]>CN(C=O)C.CCOC(C)=O>[CH2:11]([O:1][C:2]1[CH:9]=[CH:8][C:5]([CH:6]=[O:7])=[CH:4][CH:3]=1)[CH2:12][CH3:13] |f:2.3.4|. The reactants are C(CCC)[N+](CCCC)(CCCC)CCCC.P(=O)(O)(O)OC[C@H]1O[C@H](C[C@@H]1OP(=O)(O)OC[C@H]1O[C@H]([C@@H]([C@@H]1O)O)N1C2=NC=NC(=C2N=C1)N)N1C(N=C(C=C1)N)=O (((2R,3S,5R)-5-(4-Amino-2-oxopyrimidin-1(2H)-yl)-3-(((((2R,3S,4R,5R)-5-(6-amino-9H-purin-9-yl)-3,4-dihydroxytetrahydrofuran-2-yl)methoxy)(hydroxy)phosphoryl)oxy)tetrahydrofuran-2-yl)methyl dihydrogenphosphate tetrabutylammonium salt), C(CCC)[N+](CCCC)(CCCC)CCCC.P(=O)(O)(O)OC[C@H]1O[C@H](C[C@@H]1OP(=O)(O)OC[C@H]1O[C@H]([C@@H]([C@@H]1O)O)N1C2=NC=NC(=C2N=C1)N)N1C(N=C(C=C1)N)=O (((2R,3S,5R)-5-(4-Amino-2-oxopyrimidin-1(2H)-yl)-3-(((((2R,3S,4R,5R)-5-(6-amino-9H-purin-9-yl)-3,4-dihydroxytetrahydrofuran-2-yl)methoxy)(hydroxy)phosphoryl)oxy)tetrahydrofuran-2-yl)methyl dihydrogenphosphate tetrabutylammonium salt), N(=[N+]=[N-])C1=CC=C(COC(=O)NC[C@H](CC[C@@H](C(=O)OCC#N)NC(=O)OC(C)(C)C)SSC)C=C1 ((2S,5S)-cyanomethyl 6-((((4-azidobenzyl)oxy)carbonyl)amino)-2-((tert-butoxycarbonyl)amino)-5-(methyldisulfanyl)hexanoate). Run in C(C)#N (acetonitrile), C(C)#N (acetonitrile), C(C)#N (Acetonitrile), C(C)#N (acetonitrile). Run at time 2 hour. The product is N(=[N+]=[N-])C1=CC=C(COC(=O)NC[C@@H](CC[C@H](C(=O)O[C@@H]2[C@@H](O[C@@H]([C@@H]2O)N2C3=NC=NC(=C3N=C2)N)COP(=O)(O)O[C@@H]2[C@H](O[C@H](C2)N2C(N=C(C=C2)N)=O)COP(=O)(O)O)NC(=O)OC(C)(C)C)SSC)C=C1 ((2S,5S)-(2R,3S,4R,5R)-2-((((((2R,3S,5R)-5-(4-amino-2-oxopyrimidin-1(2H)-yl)-2-((phosphonooxy)methyl)tetrahydrofuran-3-yl)oxy)(hydroxy)phosphoryl)oxy)methyl)-5-(6-amino-9H-purin-9-yl)-4-hydroxytetrahydrofuran-3-yl 6-((((4-azidobenzyl)oxy)carbonyl)amino)-2-((tert-butoxycarbonyl)amino)-5-(methyldisulfanyl)hexanoate). The yield is 16.3%. Reaction SMILES: C([N+](CCCC)(CCCC)CCCC)CCC.[P:18]([O:22][CH2:23][C@@H:24]1[C@@H:28]([O:29][P:30]([O:33][CH2:34][C@@H:35]2[C@@H:39]([OH:40])[C@@H:38]([OH:41])[C@H:37]([N:42]3[CH:50]=[N:49][C:48]4[C:43]3=[N:44][CH:45]=[N:46][C:47]=4[NH2:51])[O:36]2)([OH:32])=[O:31])[CH2:27][C@H:26]([N:52]2[CH:57]=[CH:56][C:55]([NH2:58])=[N:54][C:53]2=[O:59])[O:25]1)([OH:21])([OH:20])=[O:19].[N:60]([C:63]1[CH:95]=[CH:94][C:66]([CH2:67][O:68][C:69]([NH:71][CH2:72][C@@H:73]([S:91][S:92][CH3:93])[CH2:74][CH2:75][C@H:76]([NH:83][C:84]([O:86][C:87]([CH3:90])([CH3:89])[CH3:88])=[O:85])[C:77](OCC#N)=[O:78])=[O:70])=[CH:65][CH:64]=1)=[N+:61]=[N-:62]>C(#N)C>[N:60]([C:63]1[CH:64]=[CH:65][C:66]([CH2:67][O:68][C:69]([NH:71][CH2:72][C@H:73]([S:91][S:92][CH3:93])[CH2:74][CH2:75][C@@H:76]([NH:83][C:84]([O:86][C:87]([CH3:89])([CH3:90])[CH3:88])=[O:85])[C:77]([O:40][C@H:39]2[C@@H:38]([OH:41])[C@@H:37]([N:42]3[CH:50]=[N:49][C:48]4[C:43]3=[N:44][CH:45]=[N:46][C:47]=4[NH2:51])[O:36][C@H:35]2[CH2:34][O:33][P:30]([O:29][C@H:28]2[CH2:27][C@H:26]([N:52]3[CH:57]=[CH:56][C:55]([NH2:58])=[N:54][C:53]3=[O:59])[O:25][C@@H:24]2[CH2:23][O:22][P:18]([OH:21])([OH:20])=[O:19])([OH:32])=[O:31])=[O:78])=[O:70])=[CH:94][CH:95]=1)=[N+:61]=[N-:62] |f:0.1|. Procedure: A solution of ((2R,3S,5R)-5-(4-amino-2-oxopyrimidin-1(2H)-yl)-3-(((((2R,3S,4R,5R)-5-(6-amino-9H-purin-9-yl)-3,4-dihydroxytetrahydrofuran-2-yl)methoxy) (hydroxy)phosphoryl)oxy)tetrahydrofuran-2-yl)methyl dihydrogenphosphate (Compound 1h) (49.2 mg, 0.077 mmol) and (2S,5S)-cyanomethyl 6-((((4-azidobenzyl)oxy)carbonyl)amino)-2-((tert-butoxycarbonyl)amino)-5-(methyldisulfanyl)hexanoate (Compound tk9) (125 mg, 0.232 mmol) in acetonitrile (0.5 mL) was added to buffer A (13 mL), and the mixture was stir... Starting materials: OC[C@H](O)[C@@H](O)[C@H](O)[C@H](O)CO (sorbitol), [Cl-].[Mg+2].[Cl-] (magnesium chloride), C(C)(=O)[O-].[Zr+4].C(C)(=O)[O-].C(C)(=O)[O-].C(C)(=O)[O-] (zirconium acetate). As a reaction SMILES: [OH:1][CH2:2][C@@H:3]([C@H:5]([C@@H:7]([C@@H:9]([CH2:11][OH:12])[OH:10])[OH:8])[OH:6])[OH:4].[Cl-:13].[Mg+2:14].[Cl-].[C:16]([O-:19])(=[O:18])[CH3:17].[Zr+4:20].[C:21]([O-:24])(=[O:23])[CH3:22].[C:25]([O-:28])(=[O:27])[CH3:26].[C:29]([O-:32])(=[O:31])[CH3:30]>>[OH:12][CH2:11][C@@H:9]([C@H:7]([C@@H:5]([C@@H:3]([CH2:2][OH:1])[OH:4])[OH:6])[OH:8])[OH:10].[Cl-:13].[Mg+2:14].[Cl-:13].[C:16]([O-:19])(=[O:18])[CH3:17].[Zr+4:20].[C:21]([O-:24])(=[O:23])[CH3:22].[C:25]([O-:28])(=[O:27])[CH3:26].[C:29]([O-:32])(=[O:31])[CH3:30] |f:1.2.3,4.5.6.7.8,9.10.11.12.13.14.15.16.17|. Yields the product OC[C@H](O)[C@@H](O)[C@H](O)[C@H](O)CO.[Cl-].[Mg+2].[Cl-].C(C)(=O)[O-].[Zr+4].C(C)(=O)[O-].C(C)(=O)[O-].C(C)(=O)[O-] (sorbitol magnesium chloride zirconium acetate). Procedure: Results obtained using 5 g sorbitol and 10 g magnesium chloride (hydrated)/100 ml zirconium acetate solution: The reactants are 3n, C(CC)S(=O)(=O)Cl (propanesulfonyl chloride), NCC(C)(O)C1=CC=C(C=C1)OCC1=CC=CC=C1 (1-amino-2-[4-(phenylmethoxy)phenyl]propan-2-ol), C1CCC2=NCCCN2CC1 (DBU). The solvent is C1CCOC1 (THF). Reaction conditions: time 8 hour. Product: OC(CNS(=O)(=O)C(C)C)(C)C1=CC=C(C=C1)OCC1=CC=CC=C1 ({2-Hydroxy-2-[4-(phenylmethoxy)phenyl]propyl}[(methylethyl)sulfonyl]amine). Yield: 50.0%. As a reaction SMILES: [CH2:1]([S:4](Cl)(=[O:6])=[O:5])[CH2:2]C.[NH2:8][CH2:9][C:10]([C:13]1[CH:18]=[CH:17][C:16]([O:19][CH2:20][C:21]2[CH:26]=[CH:25][CH:24]=[CH:23][CH:22]=2)=[CH:15][CH:14]=1)([OH:12])[CH3:11].[CH2:27]1CCN2C(=NCCC2)CC1>C1COCC1>[OH:12][C:10]([C:13]1[CH:18]=[CH:17][C:16]([O:19][CH2:20][C:21]2[CH:26]=[CH:25][CH:24]=[CH:23][CH:22]=2)=[CH:15][CH:14]=1)([CH3:11])[CH2:9][NH:8][S:4]([CH:1]([CH3:2])[CH3:27])(=[O:5])=[O:6]. Reported procedure: In a 1000 mL-3n flask fitted with a stirrer and thermometer, 5.69 g. of propanesulfonyl chloride was added dropwise to 8.60 g. of 1-amino-2-[4-(phenylmethoxy)phenyl]propan-2-ol and 6.21 g. of DBU in THF (300 mL) while stirring at 0° C. under a nitrogen atmosphere. The reaction was allowed to warm to room temperature and stirred overnight at this temperature. In the morning, reaction was concentrated under reduced vacuum. The resulting oil was taken into ethyl acetate and the organic layer was wa...